From a dataset of the Open Reaction Database (ORD), a public repository of structured organic reaction records. describe an organic reaction: reactants, conditions, products, and yield The reactants are C, ClCCl, CS(=O)(=O)N1CCC(Oc2cccc3ncc([N+](=O)[O-])n23)CC1, [H][H], [Pd]. Yields the product CS(=O)(=O)N1CCC(Oc2cccc3ncc(N)n23)CC1. Reaction SMILES: [C:29].[CH2:24]([Cl:25])[Cl:26].[CH3:1][S:2](=[O:3])(=[O:4])[N:5]1[CH2:6][CH2:7][CH:8]([O:11][c:12]2[cH:13][cH:14][cH:15][c:16]3[n:17]2[c:18]([N+:21]([O-:22])=[O:23])[cH:19][n:20]3)[CH2:9][CH2:10]1.[H:27][H:28].[Pd:30]>>[CH3:1][S:2](=[O:3])(=[O:4])[N:5]1[CH2:6][CH2:7][CH:8]([O:11][c:12]2[cH:13][cH:14][cH:15][c:16]3[n:17]2[c:18]([NH2:21])[cH:19][n:20]3)[CH2:9][CH2:10]1. Product: NC=1C=NN(C1C1=CC=C(C=C1)Br)C1=CC(=C(C=C1)S(=O)(=O)C)F (4-Amino-5-(4-bromophenyl)-1-[3-Fluoro-4-(methylsulfonyl)phenyl]-1H-pyrazole). The yield is 82.0%. Starting materials: BrC1=CC=C(C=C1)C1=C(C=NN1C1=CC(=C(C=C1)S(=O)(=O)C)F)[N+](=O)[O-] (5-(4-bromophenyl)-1-[3-fluoro-4-(methylsulfonyl)phenyl]-4-nitro-1H-pyrazole), [NH4+].[Cl-] (NH4Cl), O (H2O). Solvent: CCO (EtOH). Reaction SMILES: [Br:1][C:2]1[CH:7]=[CH:6][C:5]([C:8]2[N:12]([C:13]3[CH:18]=[CH:17][C:16]([S:19]([CH3:22])(=[O:21])=[O:20])=[C:15]([F:23])[CH:14]=3)[N:11]=[CH:10][C:9]=2[N+:24]([O-])=O)=[CH:4][CH:3]=1.[NH4+].[Cl-].O>CCO.[Fe]>[NH2:24][C:9]1[CH:10]=[N:11][N:12]([C:13]2[CH:18]=[CH:17][C:16]([S:19]([CH3:22])(=[O:20])=[O:21])=[C:15]([F:23])[CH:14]=2)[C:8]=1[C:5]1[CH:4]=[CH:3][C:2]([Br:1])=[CH:7][CH:6]=1 |f:1.2|. Procedure: A mixture of 5-(4-bromophenyl)-1-[3-fluoro-4-(methylsulfonyl)phenyl]-4-nitro-1H-pyrazole from step2 (2.5 g, 5.7 mmol), iron powder (1.6 g, 28.4 mmol) and NH4Cl (30 mg, 0.57 mmol) in EtOH:H2O (40 mL: 10 mL) was refluxed for 1 h. After cooled to room temperature, the mixture was filtered by celite and washed with ethyl acetate and the filtrate was concentrated. Wataer (50 mL) was added to the resiual oil and extracted with ethyl acetate (80 mL),dried over MgSO4, and concentarted in vacuo gave the ... Reagents/catalysts: [Fe] (iron). The reactants are IC1=CC=C(C=C1)C=1OC2=C(N1)C=CC=C2 (2-(4-iodophenyl)benzoxazole), C(C)(C)(C)P(C(C)(C)C)C(C)(C)C (tri(tert-butyl)phosphine), C1=CC=CC=2C3=CC=CC=C3NC12 (9H-carbazole), CC(C)([O-])C.[Na+] (sodium tert-butoxide). Reagents/catalysts: C=1C=CC(=CC1)/C=C/C(=O)/C=C/C2=CC=CC=C2.C=1C=CC(=CC1)/C=C/C(=O)/C=C/C2=CC=CC=C2.[Pd] (bis(dibenzylideneacetone)palladium(0)). Solvent: C1(=CC=CC=C1)C (toluene), CCCCCC (hexane), C1(=CC=CC=C1)C (toluene). Reaction conditions: temperature 110 celsius, time 11 hour. Product: O1C(=NC2=C1C=CC=C2)C2=CC=C(C=C2)N2C1=CC=CC=C1C=1C=CC=CC21 (9-[4-(Benzoxazol-2-yl)phenyl]-9H-carbazole). The yield is 88.6%. Reaction SMILES: I[C:2]1[CH:7]=[CH:6][C:5]([C:8]2[O:9][C:10]3[CH:16]=[CH:15][CH:14]=[CH:13][C:11]=3[N:12]=2)=[CH:4][CH:3]=1.[CH:17]1[C:29]2[NH:28][C:27]3[C:22](=[CH:23][CH:24]=[CH:25][CH:26]=3)[C:21]=2[CH:20]=[CH:19][CH:18]=1.CC(C)([O-])C.[Na+].C(P(C(C)(C)C)C(C)(C)C)(C)(C)C>C1C=CC(/C=C/C(/C=C/C2C=CC=CC=2)=O)=CC=1.C1C=CC(/C=C/C(/C=C/C2C=CC=CC=2)=O)=CC=1.[Pd].C1(C)C=CC=CC=1.CCCCCC>[O:9]1[C:10]2[CH:16]=[CH:15][CH:14]=[CH:13][C:11]=2[N:12]=[C:8]1[C:5]1[CH:6]=[CH:7][C:2]([N:28]2[C:29]3[CH:17]=[CH:18][CH:19]=[CH:20][C:21]=3[C:22]3[C:27]2=[CH:26][CH:25]=[CH:24][CH:23]=3)=[CH:3][CH:4]=1 |f:2.3,5.6.7|. Procedure details: In a 100 mL three-neck flask were put 1.5 g (4.7 mmol) of 2-(4-iodophenyl)benzoxazole, 0.78 g (4.7 mmol) of 9H-carbazole, and 0.99 g (10 mmol) of sodium tert-butoxide. The atmosphere in the flask was replaced with nitrogen. To this mixture was added 15 mL of toluene. The resulting mixture was degassed under reduced pressure, and then the atmosphere in the flask was replaced with nitrogen. To this mixture were added 0.10 mL of a 10% hexane solution of tri(tert-butyl)phosphine and 0.030 g (0.48 mm... Starting materials: COC(CC1=CC=C2C(=CNC2=C1)C(C)=O)=O ((3-acetyl-1H-indol-6-yl)-acetic acid methyl ester), C(C)(=O)C1=CN(C2=CC=C(C=C12)OC(F)(F)F)CC(=O)O ((3-acetyl-5-trifluoromethoxy-indol-1-yl)-acetic acid). Yields the product C(C)(=O)C1=CN(C2=CC(=CC=C12)CC(=O)OC)CC(=O)O ((3-Acetyl-6-methoxycarbonylmethyl-indol-1-yl)-acetic acid). RXN SMILES: [CH3:1][O:2][C:3](=[O:17])[CH2:4][C:5]1[CH:13]=[C:12]2[C:8]([C:9]([C:14](=[O:16])[CH3:15])=[CH:10][NH:11]2)=[CH:7][CH:6]=1.C(C1C2C(=CC=C(OC(F)(F)F)C=2)N([CH2:35][C:36]([OH:38])=[O:37])C=1)(=O)C>>[C:14]([C:9]1[C:8]2[C:12](=[CH:13][C:5]([CH2:4][C:3]([O:2][CH3:1])=[O:17])=[CH:6][CH:7]=2)[N:11]([CH2:35][C:36]([OH:38])=[O:37])[CH:10]=1)(=[O:16])[CH3:15]. Reported procedure: was prepared from (3-acetyl-1H-indol-6-yl)-acetic acid methyl ester in a similar manner as described in Scheme A13 for the preparation of (3-acetyl-5-trifluoromethoxy-indol-1-yl)-acetic acid. Brown solid. MS: 290 [M+H]+; tR (HPLC conditions k): 2.83 min. Starting materials: Cc1cc(Nc2nccc(C(F)(F)F)n2)cc(-c2cnc(C(C)(C)O)s2)c1, CCOC(C)=O, ClCCl, O=C(O)C(F)(F)F. The product is Cc1cc(Nc2nccc(C(F)(F)F)n2)cc(-c2cnc(C(C)C)s2)c1. RXN SMILES: [CH3:1][c:2]1[cH:3][c:4](-[c:19]2[cH:20][n:21][c:22]([C:24]([CH3:25])([CH3:26])[OH:27])[s:23]2)[cH:5][c:6]([NH:8][c:9]2[n:10][cH:11][cH:12][c:13]([C:15]([F:16])([F:17])[F:18])[n:14]2)[cH:7]1.[CH3:38][CH2:39][O:40][C:41](=[O:42])[CH3:43].[Cl:35][CH2:36][Cl:37].[F:28][C:29]([F:30])([F:31])[C:32]([OH:33])=[O:34]>>[CH3:1][c:2]1[cH:3][c:4](-[c:19]2[cH:20][n:21][c:22]([CH:24]([CH3:25])[CH3:26])[s:23]2)[cH:5][c:6]([NH:8][c:9]2[n:10][cH:11][cH:12][c:13]([C:15]([F:16])([F:17])[F:18])[n:14]2)[cH:7]1. Starting materials: O=C([O-])O, ClCCCl, CCOC(C)=O, COc1cc(C=C(CCCCl)C(=O)O)ccc1-n1cnc(C)c1, Cl, O=C(O)C(F)(F)F, NC1Cc2ccccc2C1, [Na+], CN(C)C=O, O, On1nnc2ccccc21. Yields the product COc1cc(C=C(CCCCl)C(=O)NC2Cc3ccccc3C2)ccc1-n1cnc(C)c1. As a reaction SMILES: [C:53](=[O:54])([OH:55])[O-:56].[CH2:64]([Cl:65])[CH2:66][Cl:67].[CH3:58][CH2:59][O:60][C:61](=[O:62])[CH3:63].[Cl:8][CH2:9][CH2:10][CH2:11][C:12]([C:13](=[O:14])[OH:15])=[CH:16][c:17]1[cH:18][c:19]([O:29][CH3:30])[c:20](-[n:23]2[cH:24][n:25][c:26]([CH3:28])[cH:27]2)[cH:21][cH:22]1.[ClH:31].[F:1][C:2]([F:3])([F:4])[C:5]([OH:6])=[O:7].[NH2:32][CH:33]1[CH2:34][c:35]2[cH:36][cH:37][cH:38][cH:39][c:40]2[CH2:41]1.[Na+:57].[O:68]=[CH:69][N:70]([CH3:71])[CH3:72].[OH2:52].[OH:42][n:43]1[c:44]2[c:45]([cH:46][cH:47][cH:48][cH:49]2)[n:50][n:51]1>>[Cl:8][CH2:9][CH2:10][CH2:11][C:12]([C:13](=[O:15])[NH:32][CH:33]1[CH2:34][c:35]2[cH:36][cH:37][cH:38][cH:39][c:40]2[CH2:41]1)=[CH:16][c:17]1[cH:18][c:19]([O:29][CH3:30])[c:20](-[n:23]2[cH:24][n:25][c:26]([CH3:28])[cH:27]2)[cH:21][cH:22]1.